This data is from the Open Reaction Database (ORD), a public repository of structured organic reaction records. The task is: describe an organic reaction: reactants, conditions, products, and yield Reactants: CCCCOCCOc1ccc(-c2ccc3c(c2)C=C(C(=O)Nc2ccc(SCc4nccn4CCCC(=O)NC)cc2)CCN3CC(C)C)cc1, ClCCl, [Na+], [Na+], O=C(OO)c1cccc(Cl)c1, O=S([O-])([O-])=S. Yields the product CCCCOCCOc1ccc(-c2ccc3c(c2)C=C(C(=O)Nc2ccc(S(=O)Cc4nccn4CCCC(=O)NC)cc2)CCN3CC(C)C)cc1. As a reaction SMILES: [CH2:1]([CH2:2][CH2:3][CH3:4])[O:5][CH2:6][CH2:7][O:8][c:9]1[cH:10][cH:11][c:12](-[c:15]2[cH:16][cH:17][c:18]3[c:19]([cH:52]2)[CH:20]=[C:21]([C:29](=[O:30])[NH:31][c:32]2[cH:33][cH:34][c:35]([S:38][CH2:39][c:40]4[n:41]([CH2:45][CH2:46][CH2:47][C:48](=[O:49])[NH:50][CH3:51])[cH:42][cH:43][n:44]4)[cH:36][cH:37]2)[CH2:22][CH2:23][N:24]3[CH2:25][CH:26]([CH3:27])[CH3:28])[cH:13][cH:14]1.[Cl:71][CH2:72][Cl:73].[Na+:69].[Na+:70].[OH:53][O:54][C:55]([c:56]1[cH:57][c:58]([Cl:59])[cH:60][cH:61][cH:62]1)=[O:63].[S:64]([O-:65])([O-:66])(=[O:67])=[S:68]>>[CH2:1]([CH2:2][CH2:3][CH3:4])[O:5][CH2:6][CH2:7][O:8][c:9]1[cH:10][cH:11][c:12](-[c:15]2[cH:16][cH:17][c:18]3[c:19]([cH:52]2)[CH:20]=[C:21]([C:29](=[O:30])[NH:31][c:32]2[cH:33][cH:34][c:35]([S:38]([CH2:39][c:40]4[n:41]([CH2:45][CH2:46][CH2:47][C:48](=[O:49])[NH:50][CH3:51])[cH:42][cH:43][n:44]4)=[O:53])[cH:36][cH:37]2)[CH2:22][CH2:23][N:24]3[CH2:25][CH:26]([CH3:27])[CH3:28])[cH:13][cH:14]1. The reactants are C(C)OC(=O)C=1C(=C2C(=CN1)SN=C2C2=CC=C(C=C2)F)O (3-(4-Fluoro-phenyl)-4-hydroxy-isothiazolo[5,4-c]pyridine-5-carboxylic acid ethyl ester), NCC(=O)O (glycine), C[O-].[Na+] (NaOMe). The product is FC1=CC=C(C=C1)C1=NSC2=CN=C(C(=C21)O)C(=O)NCC(=O)O ({[3-(4-Fluoro-phenyl)-4-hydroxy-isothiazolo[5,4-c]pyridine-5-carbonyl]-amino}-acetic acid). Yield: 89.4%. As a reaction SMILES: C(O[C:4]([C:6]1[C:7]([OH:22])=[C:8]2[C:14]([C:15]3[CH:20]=[CH:19][C:18]([F:21])=[CH:17][CH:16]=3)=[N:13][S:12][C:9]2=[CH:10][N:11]=1)=[O:5])C.[NH2:23][CH2:24][C:25]([OH:27])=[O:26].C[O-].[Na+]>>[F:21][C:18]1[CH:17]=[CH:16][C:15]([C:14]2[C:8]3[C:9](=[CH:10][N:11]=[C:6]([C:4]([NH:23][CH2:24][C:25]([OH:27])=[O:26])=[O:5])[C:7]=3[OH:22])[S:12][N:13]=2)=[CH:20][CH:19]=1 |f:2.3|. Procedure details: A mixture of 3-(4-Fluoro-phenyl)-4-hydroxy-isothiazolo[5,4-c]pyridine-5-carboxylic acid ethyl ester (150 mg, 0.47 mmol), glycine (1.06 g, 14.1 mmol), and NaOMe (23.5 mL, 11.75 mmol, 0.5 M solution in MeOH) was refluxed for 24 h. After cooling to r.t. the mixture was concentrated in vacuo. The residue was dissolved in water (50 mL), and the solution washed with CH2Cl2 (2×30 mL) before it was acidified by addition of aqueous 1N HCl solution. The resulting precipitate was sucked off, washed with wa... The reactants are CCCCCCCCCCCCNC(=O)c1ccc(C(C)=O)cc1, NCc1ccc(C(F)(F)F)cc1. Product: CCCCCCCCCCCCNC(=O)c1ccc(C(C)NCc2ccc(C(F)(F)F)cc2)cc1. Reaction SMILES: [C:1]([CH3:2])(=[O:3])[c:4]1[cH:5][cH:6][c:7]([C:8](=[O:9])[NH:10][CH2:11][CH2:12][CH2:13][CH2:14][CH2:15][CH2:16][CH2:17][CH2:18][CH2:19][CH2:20][CH2:21][CH3:22])[cH:23][cH:24]1.[F:25][C:26]([c:27]1[cH:28][cH:29][c:30]([CH2:31][NH2:32])[cH:33][cH:34]1)([F:35])[F:36]>>[CH:1]([CH3:2])([c:4]1[cH:5][cH:6][c:7]([C:8](=[O:9])[NH:10][CH2:11][CH2:12][CH2:13][CH2:14][CH2:15][CH2:16][CH2:17][CH2:18][CH2:19][CH2:20][CH2:21][CH3:22])[cH:23][cH:24]1)[NH:32][CH2:31][c:30]1[cH:29][cH:28][c:27]([C:26]([F:25])([F:35])[F:36])[cH:34][cH:33]1. Starting materials: OC1=C(C=C(C#N)C=C1)OC (4-Hydroxy-3-methoxy-benzonitrile), C([O-])([O-])=O.[K+].[K+] (potassium carbonate), C(C)(C)I (isopropyl iodide). Solvent: CC(=O)C (acetone). Yields the product C(C)(C)OC1=C(C=C(C#N)C=C1)OC (4-isopropoxy-3-methoxy-benzonitrile). As a reaction SMILES: [OH:1][C:2]1[CH:9]=[CH:8][C:5]([C:6]#[N:7])=[CH:4][C:3]=1[O:10][CH3:11].C(=O)([O-])[O-].[K+].[K+].[CH:18](I)([CH3:20])[CH3:19]>CC(C)=O>[CH:18]([O:1][C:2]1[CH:9]=[CH:8][C:5]([C:6]#[N:7])=[CH:4][C:3]=1[O:10][CH3:11])([CH3:20])[CH3:19] |f:1.2.3|. Procedure: 25 g 4-Hydroxy-3-methoxy-benzonitrile, 27.8 g potassium carbonate and 33.5 mL isopropyl iodide were placed in 250 mL acetone and heated to reflux where they were maintained for 22 h. After this time the mixture was cooled to ambient temperature and concentrated under reduced pressure. The crude product was partitioned between ethyl acetate and water and the aqueous phase was separated and extracted with additional ethyl acetate. The combined organic fractions were dried, filtered and the solvent...